Dataset: the Open Reaction Database (ORD), a public repository of structured organic reaction records. Task: describe an organic reaction: reactants, conditions, products, and yield Reactants: S(=O)(=O)([O-])[O-] (sulfate), C(C)O.C(CCCCCCCCCCCCCCCCC)(=O)[O-] (ethanol stearate). Product: C(C)O.C(CCCCCCCCCCCCCCCCC)(=O)[O-].S(=O)(=O)([O-])[O-] (ethanol stearate sulfate). As a reaction SMILES: [S:1]([O-:5])([O-:4])(=[O:3])=[O:2].[CH2:6]([OH:8])[CH3:7].[C:9]([O-:28])(=[O:27])[CH2:10][CH2:11][CH2:12][CH2:13][CH2:14][CH2:15][CH2:16][CH2:17][CH2:18][CH2:19][CH2:20][CH2:21][CH2:22][CH2:23][CH2:24][CH2:25][CH3:26]>>[CH2:6]([OH:8])[CH3:7].[C:9]([O-:28])(=[O:27])[CH2:10][CH2:11][CH2:12][CH2:13][CH2:14][CH2:15][CH2:16][CH2:17][CH2:18][CH2:19][CH2:20][CH2:21][CH2:22][CH2:23][CH2:24][CH2:25][CH3:26].[S:1]([O-:5])([O-:4])(=[O:3])=[O:2] |f:1.2,3.4.5|. Procedure details: Twenty-five grams of lethicin and eleven grams of 9WR food grade potassium stearate (Sold by WITCO Company) is admixed with 7854 grams of 95% ethanol (95% ethanol is comprised of 95% by weight ethanol and 5% by weight water) to form an ethanol-stearate solution. Ten grams of sodium laurel sulfate (NF grade) is mixed with eleven hundred grams of water to form an aqueous sulfate solution. The aqueous sulfate solution is mixed with the ethanol-stearate solution to form an ethanol-stearate-sulfate s... Reactants: O=C([O-])[O-], COS(=O)(=O)OC, CC(C)=O, [K+], [K+], CC(=Nc1ccccc1)C(=NO)C(=O)OC(C)(C)C. Yields the product CON=C(C(=O)OC(C)(C)C)C(C)=Nc1ccccc1. Reaction SMILES: [C:20](=[O:21])([O-:22])[O-:23].[CH3:26][O:27][S:28]([O:29][CH3:30])(=[O:31])=[O:32].[CH3:33][C:34](=[O:35])[CH3:36].[K+:24].[K+:25].[OH:1][N:2]=[C:3]([C:4](=[O:5])[O:6][C:7]([CH3:8])([CH3:9])[CH3:10])[C:11]([CH3:12])=[N:13][c:14]1[cH:15][cH:16][cH:17][cH:18][cH:19]1>>[O:1]([N:2]=[C:3]([C:4](=[O:5])[O:6][C:7]([CH3:8])([CH3:9])[CH3:10])[C:11]([CH3:12])=[N:13][c:14]1[cH:15][cH:16][cH:17][cH:18][cH:19]1)[CH3:20]. The reactants are O[C@@H](C(=O)C1=CC2=CC=CC=C2C=C1)C ((R)-2-hydroxy-1-(naphthalen-2-yl)propan-1-one), NC(CO)(C)C (2-amino-2-methyl-1-propanol), CN(C)C1=CC=CC2=C1C(=CC=C2)N(C)C (Proton sponge), S(=O)(=O)(C(F)(F)F)OS(=O)(=O)C(F)(F)F (triflic anhydride). The solvent is C(C)#N (acetonitrile). Product: C1=C(C=CC2=CC=CC=C12)[C@]1([C@@H](NC(CO1)(C)C)C)O ((2S,3S)-2-(Naphthalen-2-yl)-3,5,5-trimethylmorpholin-2-ol). Yield: 62.4%. Reaction SMILES: O[C@H:2]([CH3:15])[C:3]([C:5]1[CH:14]=[CH:13][C:12]2[C:7](=[CH:8][CH:9]=[CH:10][CH:11]=2)[CH:6]=1)=[O:4].CN(C1C2C(N(C)C)=CC=CC=2C=CC=1)C.S(OS(C(F)(F)F)(=O)=O)(C(F)(F)F)(=O)=O.[NH2:47][C:48]([CH3:52])([CH3:51])[CH2:49][OH:50]>C(#N)C>[CH:6]1[C:7]2[C:12](=[CH:11][CH:10]=[CH:9][CH:8]=2)[CH:13]=[CH:14][C:5]=1[C@:3]1([OH:4])[O:50][CH2:49][C:48]([CH3:52])([CH3:51])[NH:47][C@H:2]1[CH3:15]. Procedure: Compound 4r was synthesized by a procedure similar to that described for (2S,3S)-4a using (R)-2-hydroxy-1-(naphthalen-2-yl)propan-1-one (10i, 2.5 g, 0.013 mol), Proton sponge (3.24 g, 0.0151 mol), triflic anhydride (2.4 mL, 137 mmol), and 2-amino-2-methyl-1-propanol (2.4 g, 0.027 mol) in acetonitrile (40 mL). After purification, 2.2 g (65%) of the free base 4r was isolated and converted to the hemi-D-tartrate salt: mp 179-180° C.; [α]20D −1.5° (c 0.55, CH3OH); 1H NMR (methanol-d4) δ 8.13-8.12 (m... Reactants: O=C([O-])O, CCN=C=NCCCN(C)C, c1ccc(CN2CCNCC2)cc1, Cl, O=C(O)c1ccc(Oc2ccc(NC(=O)c3ccc(C(F)(F)F)cc3)cn2)cc1, [Na+], CN(C)C=O, O, On1nnc2ccccc21. The product is O=C(Nc1ccc(Oc2ccc(C(=O)N3CCN(Cc4ccccc4)CC3)cc2)nc1)c1ccc(C(F)(F)F)cc1. As a reaction SMILES: [C:66](=[O:67])([OH:68])[O-:69].[CH2:31]([N:32]=[C:33]=[N:34][CH2:35][CH2:36][CH2:37][N:38]([CH3:39])[CH3:40])[CH3:41].[CH2:53]([c:54]1[cH:55][cH:56][cH:57][cH:58][cH:59]1)[N:60]1[CH2:61][CH2:62][NH:63][CH2:64][CH2:65]1.[ClH:30].[F:1][C:2]([c:3]1[cH:4][cH:5][c:6]([C:7](=[O:8])[NH:9][c:10]2[cH:11][cH:12][c:13]([O:16][c:17]3[cH:18][cH:19][c:20]([C:21](=[O:22])[OH:23])[cH:24][cH:25]3)[n:14][cH:15]2)[cH:26][cH:27]1)([F:28])[F:29].[Na+:70].[O:71]=[CH:72][N:73]([CH3:74])[CH3:75].[OH2:42].[OH:43][n:44]1[c:45]2[cH:46][cH:47][cH:48][cH:49][c:50]2[n:51][n:52]1>>[F:1][C:2]([c:3]1[cH:4][cH:5][c:6]([C:7](=[O:8])[NH:9][c:10]2[cH:11][cH:12][c:13]([O:16][c:17]3[cH:18][cH:19][c:20]([C:21](=[O:23])[N:63]4[CH2:62][CH2:61][N:60]([CH2:53][c:54]5[cH:55][cH:56][cH:57][cH:58][cH:59]5)[CH2:65][CH2:64]4)[cH:24][cH:25]3)[n:14][cH:15]2)[cH:26][cH:27]1)([F:28])[F:29]. The reactants are [O-]O.C1(=CC=CC=C1)C(C)C (CHP), C1(=CC=CC=C1)C(C)C (cumene), [O-]O.C1(=CC=CC=C1)C(C)C (CHP), [O-]O.C1(=CC=CC=C1)C(C)C (CHP), OS(=O)(=O)O (H2SO4), C1(=CC=CC=C1)O (phenol). Run in CC(=O)C (acetone), CC(=O)C (acetone). The product is C1(=CC=CC=C1)C(C)C (cumene), CC(O)(C1=CC=CC=C1)C (dimethylphenylcarbinol), C(C)(=O)C1=CC=CC=C1 (acetophenone). As a reaction SMILES: [OH:1]S(O)(=O)=O.[O-]O.[C:8]1([CH:14]([CH3:16])[CH3:15])[CH:13]=[CH:12][CH:11]=[CH:10][CH:9]=1.C1([OH:23])C=CC=CC=1.[C:24]1([CH:30]([CH3:32])[CH3:31])[CH:29]=[CH:28][CH:27]=[CH:26][CH:25]=1>CC(C)=O>[C:8]1([CH:14]([CH3:16])[CH3:15])[CH:13]=[CH:12][CH:11]=[CH:10][CH:9]=1.[CH3:31][C:30]([CH3:32])([C:24]1[CH:29]=[CH:28][CH:27]=[CH:26][CH:25]=1)[OH:23].[C:14]([C:8]1[CH:13]=[CH:12][CH:11]=[CH:10][CH:9]=1)(=[O:1])[CH3:16] |f:1.2|. Procedure: The current process of choice for commercial phenol production utilizes the autocatalytic cumene/air oxidation to cumene hydroperoxide (CHP) route for over 50% of the world's production of phenol. A key step in this process is the decomposition (cleavage) of CHP produced in the oxidation section of the plant to phenol and acetone using dilute mineral acid (H2SO4) as an acid catalyst. Use of the liquid acid requires subsequent neutralization and purification of the phenol at substantial cost, and... The reactants are Cl (hydrochloric acid), ClCC(=O)NCC1=C(C=C(C=C1)C(=C(Cl)Cl)Cl)O (2-Chloro-N-[2-hydroxy-4-(trichlorovinyl)benzyl]acetamide). Solvent: C(C)O (ethanol). Reaction conditions: temperature 85 celsius. Product: NCC1=C(C=C(C=C1)C(=C(Cl)Cl)Cl)O (2-(Aminomethyl)-5-(trichlorovinyl)phenol). Reaction SMILES: Cl.ClCC([NH:6][CH2:7][C:8]1[CH:13]=[CH:12][C:11]([C:14]([Cl:18])=[C:15]([Cl:17])[Cl:16])=[CH:10][C:9]=1[OH:19])=O>C(O)C>[NH2:6][CH2:7][C:8]1[CH:13]=[CH:12][C:11]([C:14]([Cl:18])=[C:15]([Cl:17])[Cl:16])=[CH:10][C:9]=1[OH:19]. Reported procedure: To a solution of 5 mL ethanol and 1.5 mL conc. hydrochloric acid was added 0.818 g (2.5 mmol) of the product of Step E and the reaction mixture was stirred and heated to 85° C. using an external oil bath overnight. The reaction mixture was then cooled to room temperature and evaporated in vacuo. The residue was triturated with ether and dried overnight in vacuo to afford the title compound as a white crystalline solid. Starting materials: C=1C=CC=2C=C(C=CC2C1)C3=NCCN3 (benazolin), C1CC2C(C(C1O2)C(=O)O)C(=O)O (endothal), CCC(C)NP(=S)(OCC)OC=1C=C(C=CC1[N+](=O)[O-])C (butamifos), C/C(=N\NC(=O)NC1=CC(=CC(=C1)F)F)/C2=C(C=CC=N2)C(=O)[O-].[Na+] (diflufenzopyr-sodium), CCCOP(=S)(OCCC)SCC(=O)N1CCCCC1C (piperophos), CC=1C=CC=CC1CO[C@@H]2C[C@]3(CCC2(O3)C)C(C)C (cinmethylin), C/C(=N\NC(=O)NC=1C=C(C=C(C1)F)F)/C2=C(C=CC=N2)C(=O)O (diflufenzopyr), C1=CC(=C(C(=C1)Cl)C#N)Cl (dichlobenil), COC(=O)C1=C(C(=C(C(=C1Cl)Cl)C(=O)OC)Cl)Cl (chlorthal-dimethyl), CCS(=O)(=O)OC=1C=CC2=C(C1)C(CO2)(C)C (benfuresate), CCSC1=CC(=C(C=C1)NS(=O)(=O)C)C(F)(F)F (benzofluor), CC1=C(C=CC(=C1)S(=O)(=O)C2=CC=CC=C2)NS(=O)(=O)C(F)(F)F (perfluidone), CC1=CC(=C(C=C1NC(=O)C)NS(=O)(=O)C(F)(F)F)C (mefluidide), CC(C)OP(=S)(OC(C)C)SCCNS(=O)(=O)C=1C=CC=CC1 (bensulide), CCN(CC)C(=O)N1C=NC(=N1)S(=O)(=O)C=2C(=CC(=CC2C)C)C (cafenstrole). The product is CC1=CC(=CC=C1)N2C(=NC(=N2)C(=O)N)C3=CC=CC=C3 (triazofenamid). Reaction SMILES: C1C=C[C:4]2[CH:5]=[C:6]([C:11]3[NH:15][CH2:14][CH2:13][N:12]=3)[CH:7]=[CH:8][C:9]=2C=1.CCS(O[C:22]1[CH:23]=[CH:24][C:25]2OC[C:28](C)(C)[C:26]=2[CH:27]=1)(=O)=O.CC(OP(SCCNS(C1C=CC=CC=1)(=O)=O)(OC(C)C)=S)C.CCSC1C=CC(NS(C)(=O)=O)=C(C(F)(F)F)C=1.CCC(NP(OC1C=C(C)C=CC=1[N+]([O-])=O)(OCC)=S)C.CCN(C([N:102]1[N:106]=C(S(C2C(C)=CC(C)=CC=2C)(=O)=O)N=C1)=O)CC.C[O:120]C(C1C(Cl)=C(Cl)C(C(OC)=O)=C(Cl)C=1Cl)=O.CC1C=CC=CC=1CO[C@H]1C2(C)O[C@](C(C)C)(CC2)C1.C1C=C(Cl)C(C#N)=C(Cl)C=1.C1C2OC(C(C(O)=O)C2C(O)=O)C1.CC1C(NC(C)=O)=CC(NS(C(F)(F)F)(=O)=O)=C(C)C=1.CC1C=C(S(C2C=CC=CC=2)(=O)=O)C=CC=1NS(C(F)(F)F)(=O)=O.CCCOP(SCC(N1C(C)CCCC1)=O)(OCCC)=S.C/C(/C1N=CC=CC=1C(O)=O)=N\NC(NC1C=C(F)C=C(F)C=1)=O.C/C(/C1N=CC=CC=1C([O-])=O)=N\NC(NC1C=C(F)C=C(F)C=1)=O.[Na+]>>[CH3:28][C:26]1[CH:25]=[CH:24][CH:23]=[C:22]([N:102]2[N:106]=[C:14]([C:13]([NH2:12])=[O:120])[N:15]=[C:11]2[C:6]2[CH:5]=[CH:4][CH:9]=[CH:8][CH:7]=2)[CH:27]=1 |f:14.15|. Reported procedure: benazolin, benfuresate, bensulide, benzofluor, butamifos, cafenstrole, chlorthal-dimethyl (DCPA), cinmethylin, dichlobenil, endothal, fluorbentranil, mefluidide, perfluidone, piperophos, diflufenzopyr, diflufenzopyr-sodium Reactants: OC1=CC=C2C=CC(=CC2=C1)C#N (7-hydroxy-naphthalene-2-carbonitrile), C(C)OC(=O)N=NC(=O)OCC (azodicarboxylic acid diethyl ester), C(C)(C)(C)OC(=O)N1CCC(CC1)OC1=CC=C(C=C1)C(O)P(=O)(OCC)OCC (4-{4-[(diethoxy-phosphoryl)-hydroxy-methyl]-phenoxy}-piperidine-1-carboxylic acid tert.-butyl ester), C1(=CC=CC=C1)P(C1=CC=CC=C1)C1=CC=CC=C1 (triphenylphosphine). The solvent is O1CCCC1 (tetrahydrofuran). Run at time 96 hour. The product is C(C)(C)(C)OC(=O)N1CCC(CC1)OC1=CC=C(C=C1)C(P(=O)(OCC)OCC)OC1=CC2=CC(=CC=C2C=C1)C#N (4-{4-[(7-Cyano-naphthalen-2-yloxy)-(diethoxy-phosphoryl)-methyl]-phenoxy}-piperidine-1-carboxylic acid tert.-butyl ester). The yield is 47.2%. As a reaction SMILES: [OH:1][C:2]1[CH:11]=[C:10]2[C:5]([CH:6]=[CH:7][C:8]([C:12]#[N:13])=[CH:9]2)=[CH:4][CH:3]=1.[C:14]([O:18][C:19]([N:21]1[CH2:26][CH2:25][CH:24]([O:27][C:28]2[CH:33]=[CH:32][C:31]([CH:34]([P:36]([O:41][CH2:42][CH3:43])([O:38][CH2:39][CH3:40])=[O:37])O)=[CH:30][CH:29]=2)[CH2:23][CH2:22]1)=[O:20])([CH3:17])([CH3:16])[CH3:15].C1(P(C2C=CC=CC=2)C2C=CC=CC=2)C=CC=CC=1.C(OC(N=NC(OCC)=O)=O)C>O1CCCC1>[C:14]([O:18][C:19]([N:21]1[CH2:26][CH2:25][CH:24]([O:27][C:28]2[CH:29]=[CH:30][C:31]([CH:34]([O:1][C:2]3[CH:3]=[CH:4][C:5]4[C:10](=[CH:9][C:8]([C:12]#[N:13])=[CH:7][CH:6]=4)[CH:11]=3)[P:36]([O:38][CH2:39][CH3:40])([O:41][CH2:42][CH3:43])=[O:37])=[CH:32][CH:33]=2)[CH2:23][CH2:22]1)=[O:20])([CH3:16])([CH3:17])[CH3:15]. Reported procedure: A solution of 1.50 g (0.0088 mol) 7-hydroxy-naphthalene-2-carbonitrile, 3.93 g (0.0088 mol) 4-{4-[(diethoxy-phosphoryl)-hydroxy-methyl]-phenoxy}-piperidine-1-carboxylic acid tert.-butyl ester and 3.73 g (0.0142 mol) triphenylphosphine in 150 ml tetrahydrofuran is admixed at 5° C. with 2.23 ml (0.0142 mol) azodicarboxylic acid diethyl ester and stirred for 96 h at room temperature. After concentration the residue is purified by chromatography on a silica gel column (mobile solvent: ethyl acetate/... Reactants: CCO, Fc1ccc(N=C=S)cc1, N#CN, [Na]. Product: N#CNC(=S)Nc1ccc(F)cc1. Reaction SMILES: [CH3:15][CH2:16][OH:17].[F:5][c:6]1[cH:7][cH:8][c:9]([N:12]=[C:13]=[S:14])[cH:10][cH:11]1.[N:1]#[C:2][NH2:3].[Na:4]>>[N:1]#[C:2][NH:3][C:13]([NH:12][c:9]1[cH:8][cH:7][c:6]([F:5])[cH:11][cH:10]1)=[S:14]. Starting materials: CCOC(=O)c1c(Cl)c2cc(Br)ccc2n1-c1ccc(OC(C)C)cc1, C1COCCO1, CNCCNC, CCOC(C)=O, [Cu]I, [I-], [Na+]. The product is CCOC(=O)c1c(Cl)c2cc(I)ccc2n1-c1ccc(OC(C)C)cc1. Reaction SMILES: [CH2:1]([CH3:2])[O:3][C:4](=[O:5])[c:6]1[n:7](-[c:17]2[cH:18][cH:19][c:20]([O:23][CH:24]([CH3:25])[CH3:26])[cH:21][cH:22]2)[c:8]2[cH:9][cH:10][c:11]([Br:16])[cH:12][c:13]2[c:14]1[Cl:15].[CH2:35]1[O:36][CH2:37][CH2:38][O:39][CH2:40]1.[CH3:29][NH:30][CH2:31][CH2:32][NH:33][CH3:34].[CH3:41][CH2:42][O:43][C:44]([CH3:45])=[O:46].[Cu:47][I:48].[I-:27].[Na+:28]>>[CH2:1]([CH3:2])[O:3][C:4](=[O:5])[c:6]1[n:7](-[c:17]2[cH:18][cH:19][c:20]([O:23][CH:24]([CH3:25])[CH3:26])[cH:21][cH:22]2)[c:8]2[cH:9][cH:10][c:11]([I:27])[cH:12][c:13]2[c:14]1[Cl:15].